This data is from the Open Reaction Database (ORD), a public repository of structured organic reaction records. The task is: describe an organic reaction: reactants, conditions, products, and yield Starting materials: S(=O)(=O)(N)N (Sulfamide), C1(=CC=CC=C1)S(=O)(=O)O (benzenesulfonic acid), ClCCC#N (3-chloropropionitrile). Solvent: C(Cl)Cl (methylene chloride), CC(=O)C (acetone). Run at temperature 57.5 celsius. The product is S(N)(=O)(=O)NC(CCCl)=N (N-Sulfamyl-3-chloropropionamidine). As a reaction SMILES: [S:1]([NH2:5])([NH2:4])(=[O:3])=[O:2].C1(S(O)(=O)=O)C=CC=CC=1.[Cl:16][CH2:17][CH2:18][C:19]#[N:20]>C(Cl)Cl.CC(C)=O>[S:1]([NH:5][C:19](=[NH:20])[CH2:18][CH2:17][Cl:16])(=[O:3])(=[O:2])[NH2:4]. Procedure details: Sulfamide (9.6 g, 0.1 mole) was added to a suspension of benzenesulfonic acid (31.6 g, 0.2 mole) in 3-chloropropionitrile (51.3 g, 0.6 mole). The suspension was heated at 55-60° C., for 18 hours. At the end of the heating period, the mixture was cooled to room temperature, diluted with methylene chloride (150 ml), and filtered. The solid, thus obtained, was suspended in acetone (50 ml), and the suspension filtered and the product dried. The reactants are solution, CC(CC)(C)[Mg]Cl (1,1-dimethylpropylmagnesium chloride), O=C(C(=O)OC)C1N(NCCC1)CC1=CC=CC=C1 (methyl 2-oxo-2-[2-benzylperhydropyridazinyl]acetate). Solvent: C1CCOC1 (THF), C1CCOC1 (THF). Conditions: time 5 hour. Product: CC(C(C(=O)C1N(NCCC1)CC1=CC=CC=C1)=O)(CC)C (3,3-dimethyl-1-[2-benzylperhydropyridazinyl]pentane-1,2-dione). Isolated yield 69.0%. As a reaction SMILES: [O:1]=[C:2]([CH:7]1[CH2:12][CH2:11][CH2:10][NH:9][N:8]1[CH2:13][C:14]1[CH:19]=[CH:18][CH:17]=[CH:16][CH:15]=1)[C:3]([O:5]C)=O.[CH3:20][C:21]([Mg]Cl)([CH3:24])[CH2:22][CH3:23]>C1COCC1>[CH3:20][C:21]([CH3:24])([CH2:22][CH3:23])[C:3](=[O:5])[C:2]([CH:7]1[CH2:12][CH2:11][CH2:10][NH:9][N:8]1[CH2:13][C:14]1[CH:19]=[CH:18][CH:17]=[CH:16][CH:15]=1)=[O:1]. Procedure details: A solution of methyl 2-oxo-2-[2-benzylperhydropyridazinyl]acetate (9.0 g, 29.4 mmol) in 30 ml dry THF was cooled to −78° C. and treated with 35 ml of 1.0 M solution of 1,1-dimethylpropylmagnesium chloride in THF. After stirring the resulting homogeneous mixture at for 5 hours, the mixture was poured into saturated. ammonium chloride (150 ml) and extracted into ethyl acetate. The organic layer was washed with water, dried and concentrated. The crude material was purified by silica gel column, elu... The reactants are FC1=C(CBr)C=C(C=C1)F (2,5-difluorobenzyl bromide), O1CCCC1 (tetrahydrofuran), S1C2=C(CC1=O)C=CC=C2 (benzo[b]thiophen-2(3H)-one), O1CCCC1 (tetrahydrofuran). The product is FC1=C(CSC2=C(C=CC=C2)CC(=O)O)C=C(C=C1)F ([2-(2,5-difluorobenzylthio)phenyl]acetic acid). Reaction SMILES: [S:1]1[C:5](=[O:6])[CH2:4][C:3]2[CH:7]=[CH:8][CH:9]=[CH:10][C:2]1=2.[F:11][C:12]1[CH:19]=[CH:18][C:17]([F:20])=[CH:16][C:13]=1[CH2:14]Br.[O:21]1CCCC1>>[F:11][C:12]1[CH:19]=[CH:18][C:17]([F:20])=[CH:16][C:13]=1[CH2:14][S:1][C:2]1[CH:10]=[CH:9][CH:8]=[CH:7][C:3]=1[CH2:4][C:5]([OH:21])=[O:6]. Procedure: A mixture of benzo[b]thiophen-2(3H)-one (11.2 g) aqueous sodium hydroxide (5.58 g in 100 ml water) and tetrahydrofuran (10 ml) was heated under reflux for two hours. A solution of 2,5-difluorobenzyl bromide (15.5 g) in tetrahydrofuran (10 ml) was added and the mixture refluxed for a further 2 hours and allowed to cool. The aqueous layer was clarified by ether extraction and then acidified with concentrated hydrochloric acid. The precipitate was collected, washed with water and dried. The solid w... The reactants are [H-].[Na+] (sodium hydride), C([O-])(O)=O.[Na+] (sodium bicarbonate), C[Si](C1NCCCC1)(C)C (2-trimethylsilylpiperidine), C[Si](C1NCCC1)(C)C (2-trimethylsilylpyrollidine), CC=1C=C(C=CC1)C1NCCCC1 (2-(3-methylphenyl)piperidine), C(C)(C)(C)OC(=O)OC(=O)OC(C)(C)C (di-tert-butyldicarbonate), N1CCCC1 (pyrrolidine), CC=1C=C(C=CC1)C1NCCC1 (2-(3-methylphenyl)pyrrolidine), amines, C(C)(C)(C)NC([O-])=O (tert-butylcarbamate), N1CCCCC1 (piperidine). Run in O1CCCC1 (tetrahydrofuran). Conditions: temperature 5 celsius, time 2 hour. The product is N1(CCCCC1)N(C([O-])=O)C(C)(C)C (piperidinyl-N-tert-butylcarbamate), N1(CCCC1)N(C([O-])=O)C(C)(C)C (pyrrolidinyl-N-tert-butylcarbamate). The yield is 95.0%. RXN SMILES: [C:1]([NH:5][C:6](=[O:8])[O-:7])([CH3:4])([CH3:3])[CH3:2].C[Si](C)(C)[CH:11]1[CH2:16][CH2:15][CH2:14][CH2:13][NH:12]1.C[Si](C)(C)C1CCCN1.CC1C=C(C2CCCCN2)C=CC=1.CC1C=C(C2CCCN2)C=CC=1.N1CCCCC1.N1CCCC1.[H-].[Na+].C(OC(OC(OC(C)(C)C)=O)=O)(C)(C)C.C(=O)(O)[O-].[Na+]>O1CCCC1>[N:12]1([N:5]([C:1]([CH3:4])([CH3:3])[CH3:2])[C:6](=[O:7])[O-:8])[CH2:13][CH2:14][CH2:15][CH2:16][CH2:11]1.[N:12]1([N:5]([C:1]([CH3:4])([CH3:3])[CH3:2])[C:6](=[O:7])[O-:8])[CH2:13][CH2:14][CH2:15][CH2:16]1 |f:7.8,10.11|. Procedure: It is necessary to use a protecting group to prepare certain amines. A suitable protecting group is tert-butylcarbamate ("BOC") which was used to prepare 2-trimethylsilylpiperidine, 2-trimethylsilylpyrollidine, 2-(3-methylphenyl)piperidine, and a 2-(3-methylphenyl)pyrrolidine. The BOC group was attached by generating the anion from either piperidine or pyrrolidine using sodium hydride in tetrahydrofuran. This solution was cooled to 5° C. and a slight excess of di-tert-butyldicarbonate added. Aft... Starting materials: C(#N)C1=CC=C(C=C1)C1=C(N=C(S1)S)C (5-(4-Cyanophenyl)-4-methylthiazol-2-thiol). Reagents/catalysts: [Ni] (Raney Nickel), [Ni] (Raney Nickel). The solvent is C(C)O (ethanol). Conditions: temperature 80 celsius. The product is C(#N)C1=CC=C(C=C1)C1=C(N=CS1)C (5-(4-Cyanophenyl)-4-methylthiazole). As a reaction SMILES: [C:1]([C:3]1[CH:8]=[CH:7][C:6]([C:9]2[S:13][C:12](S)=[N:11][C:10]=2[CH3:15])=[CH:5][CH:4]=1)#[N:2]>[Ni].C(O)C>[C:1]([C:3]1[CH:4]=[CH:5][C:6]([C:9]2[S:13][CH:12]=[N:11][C:10]=2[CH3:15])=[CH:7][CH:8]=1)#[N:2]. Procedure details: Raney Nickel (1 g) was added to a solution of the product of (a) (1.2 g, 5 mmol) in absolute ethanol (120 ml) and the reactants heated at 80° C. in an autoclave for 18 hours. After cooling to ambient temperature, further Raney Nickel (1 g) was added to the reaction mixture and the reactants heated at 80° C. in an autoclave for an additional 6 hours. The reaction mixture was then filtered through Arbocel and the filtrate evaporated to dryness. The residue was flash chromatographed (Merck 60 Kiese... Reactants: C1COCCN1, C1CCOC1, O=C(C=Cc1ccccc1)C=Cc1ccccc1, O=C(C=Cc1ccccc1)C=Cc1ccccc1, O=C(C=Cc1ccccc1)C=Cc1ccccc1, [K+], [K+], [K+], O=c1c(O)c(-c2ccccc2)oc2cc(OS(=O)(=O)C(F)(F)F)cc(O)c12, O=P([O-])([O-])[O-], [Pd], [Pd], CC(C)(C)P(c1ccccc1-c1ccccc1)C(C)(C)C. Product: O=c1c(O)c(-c2ccccc2)oc2cc(N3CCOCC3)cc(O)c12. RXN SMILES: [CH2:28]1[CH2:29][O:30][CH2:31][CH2:32][NH:33]1.[CH2:63]1[O:64][CH2:65][CH2:66][CH2:67]1.[CH:106](=[CH:107][C:108]([CH:109]=[CH:110][c:111]1[cH:112][cH:113][cH:114][cH:115][cH:116]1)=[O:117])[c:118]1[cH:119][cH:120][cH:121][cH:122][cH:123]1.[CH:70](=[CH:71][C:72]([CH:73]=[CH:74][c:75]1[cH:76][cH:77][cH:78][cH:79][cH:80]1)=[O:81])[c:82]1[cH:83][cH:84][cH:85][cH:86][cH:87]1.[CH:88](=[CH:89][C:90]([CH:91]=[CH:92][c:93]1[cH:94][cH:95][cH:96][cH:97][cH:98]1)=[O:99])[c:100]1[cH:101][cH:102][cH:103][cH:104][cH:105]1.[K+:60].[K+:61].[K+:62].[OH:1][c:2]1[c:3](-[c:22]2[cH:23][cH:24][cH:25][cH:26][cH:27]2)[o:4][c:5]2[cH:6][c:7]([O:14][S:15]([C:16]([F:17])([F:18])[F:19])(=[O:20])=[O:21])[cH:8][c:9]([OH:13])[c:10]2[c:11]1=[O:12].[P:55]([O-:56])([O-:57])([O-:58])=[O:59].[Pd:68].[Pd:69].[c:34]1(-[c:35]2[cH:36][cH:37][cH:38][cH:39][cH:40]2)[cH:41][cH:42][cH:43][cH:44][c:45]1[P:46]([C:47]([CH3:48])([CH3:49])[CH3:50])[C:51]([CH3:52])([CH3:53])[CH3:54]>>[OH:1][c:2]1[c:3](-[c:22]2[cH:23][cH:24][cH:25][cH:26][cH:27]2)[o:4][c:5]2[cH:6][c:7]([N:33]3[CH2:28][CH2:29][O:30][CH2:31][CH2:32]3)[cH:8][c:9]([OH:13])[c:10]2[c:11]1=[O:12].